Task: describe an organic reaction: reactants, conditions, products, and yield. Dataset: the Open Reaction Database (ORD), a public repository of structured organic reaction records Reactants: CCC1CC(O)CC1CO, CCOCC, CC#N, [K+], [O-][Br+2]([O-])[O-], O. Yields the product CCC1CC(=O)CC1CO. RXN SMILES: [CH2:1]([CH3:2])[CH:3]1[CH2:4][CH:5]([OH:10])[CH2:6][CH:7]1[CH2:8][OH:9].[CH3:16][CH2:17][O:18][CH2:19][CH3:20].[CH3:21][C:22]#[N:23].[K+:11].[O-:12][Br+2:13]([O-:14])[O-:15].[OH2:24]>>[CH2:1]([CH3:2])[CH:3]1[CH2:4][C:5](=[O:10])[CH2:6][CH:7]1[CH2:8][OH:9]. The reactants are O=C([O-])[O-], CCI, Cn1nc(O)c(CSC2=NOC(C)(C)C2)c1C(F)(F)F, CN(C)C=O, [K+], [K+], O. Yields the product CCOc1nn(C)c(C(F)(F)F)c1CSC1=NOC(C)(C)C1. Reaction SMILES: [C:1](=[O:2])([O-:3])[O-:4].[CH2:7]([CH3:8])[I:9].[CH3:10][C:11]1([CH3:29])[CH2:12][C:13]([S:16][CH2:17][c:18]2[c:19]([OH:28])[n:20][n:21]([CH3:27])[c:22]2[C:23]([F:24])([F:25])[F:26])=[N:14][O:15]1.[CH3:31][N:32]([CH3:33])[CH:34]=[O:35].[K+:5].[K+:6].[OH2:30]>>[CH2:7]([CH3:8])[O:28][c:19]1[c:18]([CH2:17][S:16][C:13]2=[N:14][O:15][C:11]([CH3:10])([CH3:29])[CH2:12]2)[c:22]([C:23]([F:24])([F:25])[F:26])[n:21]([CH3:27])[n:20]1. Starting materials: N1(CCC1)S(=O)(=O)N (azetidine-1-sulphonamide), C1(CCCCC1)P(C1=C(C=CC=C1)C1=C(C=C(C=C1C(C)C)C(C)C)C(C)C)C1CCCCC1 (2-dicyclohexylphosphino-2′,4′,6′-tri-isopropyl-1,1′-biphenyl), C([O-])([O-])=O.[Cs+].[Cs+] (cesium carbonate), ClC1=NC(=NC(=C1)OC(F)F)SCC1=C(C(=CC=C1)F)F (4-chloro-6-(difluoromethoxy)-2-[[(2,3-difluorophenyl)methyl]thio]-pyrimidine), product. Reagents/catalysts: C=1C=CC(=CC1)/C=C/C(=O)/C=C/C2=CC=CC=C2.C=1C=CC(=CC1)/C=C/C(=O)/C=C/C2=CC=CC=C2.C=1C=CC(=CC1)/C=C/C(=O)/C=C/C2=CC=CC=C2.[Pd].[Pd] (tris(dibenzylideneacetone)dipalladium). The solvent is O1CCOCC1 (dioxane). The product is FC(OC1=CC(=NC(=N1)SCC1=C(C(=CC=C1)F)F)NS(=O)(=O)N1CCC1)F (N-[6-(difluoromethoxy)-2-[[(2,3-difluorophenyl)methyl]thio]-4-pyrimidinyl]-1-azetidinesulfonamide). Reaction SMILES: [N:1]1([S:5]([NH2:8])(=[O:7])=[O:6])[CH2:4][CH2:3][CH2:2]1.C1(P(C2CCCCC2)C2C=CC=CC=2C2C(C(C)C)=CC(C(C)C)=CC=2C(C)C)CCCCC1.C(=O)([O-])[O-].[Cs+].[Cs+].Cl[C:50]1[CH:55]=[C:54]([O:56][CH:57]([F:59])[F:58])[N:53]=[C:52]([S:60][CH2:61][C:62]2[CH:67]=[CH:66][CH:65]=[C:64]([F:68])[C:63]=2[F:69])[N:51]=1>C1C=CC(/C=C/C(/C=C/C2C=CC=CC=2)=O)=CC=1.C1C=CC(/C=C/C(/C=C/C2C=CC=CC=2)=O)=CC=1.C1C=CC(/C=C/C(/C=C/C2C=CC=CC=2)=O)=CC=1.[Pd].[Pd].O1CCOCC1>[F:59][CH:57]([F:58])[O:56][C:54]1[N:53]=[C:52]([S:60][CH2:61][C:62]2[CH:67]=[CH:66][CH:65]=[C:64]([F:68])[C:63]=2[F:69])[N:51]=[C:50]([NH:8][S:5]([N:1]2[CH2:4][CH2:3][CH2:2]2)(=[O:7])=[O:6])[CH:55]=1 |f:2.3.4,6.7.8.9.10|. Procedure: The title compound was prepared according to the procedure outlined in example 1 step (iv) using a mixture of azetidine-1-sulphonamide (prepared according to patent WO 2004/011443, 0.11 g), tris(dibenzylideneacetone)dipalladium (0) (0.10 g), 2-dicyclohexylphosphino-2′,4′,6′-tri-isopropyl-1,1′-biphenyl (XPHOS) (60 mg), cesium carbonate (0.26 g), 4-chloro-6-(difluoromethoxy)-2-[[(2,3-difluorophenyl)methyl]thio]-pyrimidine (product of step ii) (0.18 g) and anhydrous dioxane (5 mL). Purification was... Reactants: ClC=1C(N(N=CC1Cl)C1=NC=CC(=C1)C1=NC(=NC=C1)NC1=CC(=CC=C1)Cl)=O (4,5-Dichloro-2-{4-[2-(3-chloro-phenylamino)-pyrimidin-4-yl]-pyridin-2-yl}-2H-pyridazin-3-one), [N-]=[N+]=[N-].[Na+] (sodium azide). Run in C(C)#N (acetonitrile). The product is N(=[N+]=[N-])C1=C(C(N(N=C1)C1=NC=CC(=C1)C1=NC(=NC=C1)NC1=CC(=CC=C1)Cl)=O)Cl (5-Azido-4-chloro-2-{4-[2-(3-chloro-phenylamino)-pyrimidin-4-yl]-pyridin-2-yl}-2H-pyridazin-3-one). Isolated yield 92.0%. As a reaction SMILES: [Cl:1][C:2]1[C:3](=[O:29])[N:4]([C:9]2[CH:14]=[C:13]([C:15]3[CH:20]=[CH:19][N:18]=[C:17]([NH:21][C:22]4[CH:27]=[CH:26][CH:25]=[C:24]([Cl:28])[CH:23]=4)[N:16]=3)[CH:12]=[CH:11][N:10]=2)[N:5]=[CH:6][C:7]=1Cl.[N-:30]=[N+:31]=[N-:32].[Na+]>C(#N)C>[N:30]([C:7]1[CH:6]=[N:5][N:4]([C:9]2[CH:14]=[C:13]([C:15]3[CH:20]=[CH:19][N:18]=[C:17]([NH:21][C:22]4[CH:27]=[CH:26][CH:25]=[C:24]([Cl:28])[CH:23]=4)[N:16]=3)[CH:12]=[CH:11][N:10]=2)[C:3](=[O:29])[C:2]=1[Cl:1])=[N+:31]=[N-:32] |f:1.2|. Reported procedure: To a suspension of 4,5-Dichloro-2-{4-[2-(3-chloro-phenylamino)-pyrimidin-4-yl]-pyridin-2-yl}-2H-pyridazin-3-one (0.3 g) in acetonitrile (10 mL) was added of 0.09 g of sodium azide. The mixture was heated to reflux for 4 h. The suspension was filtered to give the title compound as a solid (0.280 g, 95%). Mp 184–186° C., 1H NMR (DMSO-d6) 10.1 (1H, s, NH), 8.75 (1H, d, 6 Hz), 8.67 (1H, d, 3 Hz), 8.28 (1H, s), 8.27 (1H, s), 8.18(1H, dd, 1 Hz, 3 Hz), 7.97 (1H, m), 7.65 (1H, dd), 7.57(1H, d, 6 Hz), 7.... The reactants are O=C1CCC(=O)N1Br, CCOC(=O)CC1CCOCC1, C1CCOC1, C[Si](C)(C)Cl, CC(C)[N-]C(C)C, [Li+]. Yields the product CCOC(=O)C(Br)C1CCOCC1. Reaction SMILES: [Br:26][N:27]1[C:28](=[O:29])[CH2:30][CH2:31][C:32]1=[O:33].[CH2:14]([CH3:15])[O:16][C:17]([CH2:18][CH:19]1[CH2:20][CH2:21][O:22][CH2:23][CH2:24]1)=[O:25].[CH2:34]1[O:35][CH2:36][CH2:37][CH2:38]1.[CH3:9][Si:10]([Cl:11])([CH3:12])[CH3:13].[CH:1]([N-:2][CH:3]([CH3:4])[CH3:5])([CH3:6])[CH3:7].[Li+:8]>>[CH2:14]([CH3:15])[O:16][C:17]([CH:18]([CH:19]1[CH2:20][CH2:21][O:22][CH2:23][CH2:24]1)[Br:26])=[O:25]. Starting materials: CC(C)(C)c1csc(-c2cc3cc(C(=O)Cn4cc(C(=O)OCc5ccccc5)c5ccccc54)ccc3o2)n1, C1CCOC1, [OH-], [OH-], [Pd+2]. The product is CC(C)(C)c1csc(-c2cc3cc(C(=O)Cn4cc(C(=O)O)c5ccccc54)ccc3o2)n1. Reaction SMILES: [C:1]([CH3:2])([CH3:3])([CH3:4])[c:5]1[n:6][c:7](-[c:10]2[o:11][c:12]3[c:13]([cH:14]2)[cH:15][c:16]([C:19]([CH2:20][n:21]2[cH:22][c:23]([C:30](=[O:31])[O:32][CH2:33][c:34]4[cH:35][cH:36][cH:37][cH:38][cH:39]4)[c:24]4[cH:25][cH:26][cH:27][cH:28][c:29]24)=[O:40])[cH:17][cH:18]3)[s:8][cH:9]1.[O:41]1[CH2:42][CH2:43][CH2:44][CH2:45]1.[OH-:46].[OH-:47].[Pd+2:48]>>[C:1]([CH3:2])([CH3:3])([CH3:4])[c:5]1[n:6][c:7](-[c:10]2[o:11][c:12]3[c:13]([cH:14]2)[cH:15][c:16]([C:19]([CH2:20][n:21]2[cH:22][c:23]([C:30](=[O:31])[OH:32])[c:24]4[cH:25][cH:26][cH:27][cH:28][c:29]24)=[O:40])[cH:17][cH:18]3)[s:8][cH:9]1.